Dataset: the Open Reaction Database (ORD), a public repository of structured organic reaction records. Task: describe an organic reaction: reactants, conditions, products, and yield Reactants: IC1=CC=CC=C1 (iodobenzene), CC1=CC(=CC=C1)NC2=CC=CC=C2 (3-methyldiphenylamine). The reagents and catalysts are [Cu] (copper). Yields the product CC=1C=C(C=CC1)N(C1=CC=CC=C1)C1=CC=CC=C1 (3-methylphenyldiphenylamine). Isolated yield 75.0%. As a reaction SMILES: I[C:2]1[CH:7]=[CH:6][CH:5]=[CH:4][CH:3]=1.[CH3:8][C:9]1[CH:14]=[CH:13][CH:12]=[C:11]([NH:15][C:16]2[CH:21]=[CH:20][CH:19]=[CH:18][CH:17]=2)[CH:10]=1>[Cu]>[CH3:8][C:9]1[CH:10]=[C:11]([N:15]([C:2]2[CH:7]=[CH:6][CH:5]=[CH:4][CH:3]=2)[C:16]2[CH:21]=[CH:20][CH:19]=[CH:18][CH:17]=2)[CH:12]=[CH:13][CH:14]=1. Procedure: The same equipment and conditions as in example I were employed with the following charge: 20.4 grams (0.1 mole) iodobenzene, 27.5 grams (0.15 mole) 3-methyldiphenylamine, 15.0 grams copper powder and 30.0 milliliters of Soltrol® 170. The above-identified intended product was obtained as colorless crystals having a melting point of 69°-70° C. Yield 75%. The reactants are CCCC(=O)c1cnc2c(OCCCSC)cccc2c1Nc1ccccc1OC, ClCCl, [O-]Cl, [Na+], O. The product is CCCC(=O)c1cnc2c(OCCCS(C)=O)cccc2c1Nc1ccccc1OC. Reaction SMILES: [C:1]([CH2:2][CH2:3][CH3:4])(=[O:5])[c:6]1[cH:7][n:8][c:9]2[c:10]([O:25][CH2:26][CH2:27][CH2:28][S:29][CH3:30])[cH:11][cH:12][cH:13][c:14]2[c:15]1[NH:16][c:17]1[c:18]([O:23][CH3:24])[cH:19][cH:20][cH:21][cH:22]1.[CH2:35]([Cl:36])[Cl:37].[Cl:32][O-:33].[Na+:34].[OH2:31]>>[C:1]([CH2:2][CH2:3][CH3:4])(=[O:5])[c:6]1[cH:7][n:8][c:9]2[c:10]([O:25][CH2:26][CH2:27][CH2:28][S:29]([CH3:30])=[O:31])[cH:11][cH:12][cH:13][c:14]2[c:15]1[NH:16][c:17]1[c:18]([O:23][CH3:24])[cH:19][cH:20][cH:21][cH:22]1. The reactants are Cc1nc(-c2ccc(C#N)cc2)sc1C(=O)O, CC(N)C(O)(Cn1ccnc1)c1ccc(F)cc1F, CN(C)C=O. Yields the product Cc1nc(-c2ccc(C#N)cc2)sc1C(=O)NC(C)C(O)(Cn1ccnc1)c1ccc(F)cc1F. Reaction SMILES: [C:1](#[N:2])[c:3]1[cH:4][cH:5][c:6](-[c:9]2[s:10][c:11]([C:15](=[O:16])[OH:17])[c:12]([CH3:14])[n:13]2)[cH:7][cH:8]1.[NH2:18][CH:19]([C:20]([CH2:21][n:22]1[cH:23][n:24][cH:25][cH:26]1)([OH:27])[c:28]1[c:29]([F:35])[cH:30][c:31]([F:34])[cH:32][cH:33]1)[CH3:36].[O:37]=[CH:38][N:39]([CH3:40])[CH3:41]>>[C:1](#[N:2])[c:3]1[cH:4][cH:5][c:6](-[c:9]2[s:10][c:11]([C:15](=[O:17])[NH:18][CH:19]([C:20]([CH2:21][n:22]3[cH:23][n:24][cH:25][cH:26]3)([OH:27])[c:28]3[c:29]([F:35])[cH:30][c:31]([F:34])[cH:32][cH:33]3)[CH3:36])[c:12]([CH3:14])[n:13]2)[cH:7][cH:8]1. Starting materials: C[C@H]1[C@@H]([C@@](C[C@@H](O1)O[C@@H]2C=3C=CC(=C(C3)Cl)OC4=CC5=CC(=C4O[C@H]6[C@@H]([C@H]([C@@H]([C@H](O6)CO)O)O)O[C@H]7C[C@]([C@H]([C@@H](O7)C)O)(C)NCC=8C=CC(=CC8)C=9C=CC(=CC9)Cl)OC=1C=CC(=CC1Cl)[C@H]([C@H](C(=O)N[C@H](C(=O)N[C@H]5C(=O)N[C@@H]1C=3C=CC(=C(C3)C3=C(C=C(C=C3O)O)[C@H](NC(=O)[C@H]2NC1=O)C(=O)O)O)CC(=O)N)NC(=O)[C@@H](CC(C)C)NC)O)(C)N)O.OP(=O)(O)O (oritavancin diphosphate), C(=O)(O)[O-].[Na+] (NaHCO3), C(C)(C)(C)OC(=O)N(CC(=O)O)CCCN(CCCCN(CCCNC(=O)OC(C)(C)C)C(=O)OC(C)(C)C)C(=O)OC(C)(C)C (N3,N7,N12,N16-Tetra(t-butoxycarbonyl)-3,7,12,16-tetraazahexadecanoic acid). Run in O1CCOCC1 (1,4-dioxane), O (H2O), O1CCOCC1 (1,4-dioxane). Product: C[C@H]1[C@@H]([C@@](C[C@@H](O1)O[C@@H]2C=3C=CC(=C(C3)Cl)OC4=CC5=CC(=C4O[C@H]6[C@@H]([C@H]([C@@H]([C@H](O6)CO)O)O)O[C@H]7C[C@]([C@H]([C@@H](O7)C)O)(C)NCC=8C=CC(=CC8)C=9C=CC(=CC9)Cl)OC=1C=CC(=CC1Cl)[C@H]([C@H](C(=O)N[C@H](C(=O)N[C@H]5C(=O)N[C@@H]1C=3C=CC(=C(C3)C3=C(C=C(C=C3O)O)[C@H](NC(=O)[C@H]2NC1=O)C(=O)O)O)CC(=O)N)NC(=O)[C@@H](CC(C)C)NC)O)(C)N)O (Oritavancin). Reaction SMILES: [CH3:1][C@@H:2]1[O:7][C@@H:6]([O:8][C@H:9]2[C@@H:100]3[NH:101][C:102](=[O:103])[C@@H:81]([C:82]4[CH:83]=[CH:84][C:85]([OH:107])=[C:86]([C:88]5[C:93]([OH:94])=[CH:92][C:91]([OH:95])=[CH:90][C:89]=5[C@@H:96]([C:104]([OH:106])=[O:105])[NH:97][C:98]3=[O:99])[CH:87]=4)[NH:80][C:78](=[O:79])[C@H:77]3[C:20]4=[CH:21][C:22]([O:60][C:61]5[CH:62]=[CH:63][C:64]([C@@H:68]([OH:122])[C@@H:69]([NH:112][C:113]([C@H:115]([NH:120][CH3:121])[CH2:116][CH:117]([CH3:119])[CH3:118])=[O:114])[C:70]([NH:72][C@@H:73]([CH2:108][C:109]([NH2:111])=[O:110])[C:74]([NH:76]3)=[O:75])=[O:71])=[CH:65][C:66]=5[Cl:67])=[C:23]([O:24][C@@H:25]3[O:30][C@H:29]([CH2:31][OH:32])[C@@H:28]([OH:33])[C@H:27]([OH:34])[C@H:26]3[O:35][C@@H:36]3[O:41][C@@H:40]([CH3:42])[C@H:39]([OH:43])[C@:38]([NH:45][CH2:46][C:47]5[CH:48]=[CH:49][C:50]([C:53]6[CH:54]=[CH:55][C:56]([Cl:59])=[CH:57][CH:58]=6)=[CH:51][CH:52]=5)([CH3:44])[CH2:37]3)[C:18](=[CH:19]4)[O:17][C:13]3=[C:14]([Cl:16])[CH:15]=[C:10]2[CH:11]=[CH:12]3)[CH2:5][C@@:4]([NH2:124])([CH3:123])[C@H:3]1[OH:125].OP(O)(O)=O.C([O-])(O)=O.[Na+].C(OC(N(CCCN(C(OC(C)(C)C)=O)CCCCN(C(OC(C)(C)C)=O)CCCNC(OC(C)(C)C)=O)CC(O)=O)=O)(C)(C)C>O1CCOCC1.O>[CH3:1][C@@H:2]1[O:7][C@@H:6]([O:8][C@H:9]2[C@@H:100]3[NH:101][C:102](=[O:103])[C@@H:81]([C:82]4[CH:83]=[CH:84][C:85]([OH:107])=[C:86]([C:88]5[C:93]([OH:94])=[CH:92][C:91]([OH:95])=[CH:90][C:89]=5[C@@H:96]([C:104]([OH:106])=[O:105])[NH:97][C:98]3=[O:99])[CH:87]=4)[NH:80][C:78](=[O:79])[C@H:77]3[C:20]4=[CH:21][C:22]([O:60][C:61]5[CH:62]=[CH:63][C:64]([C@@H:68]([OH:122])[C@@H:69]([NH:112][C:113]([C@H:115]([NH:120][CH3:121])[CH2:116][CH:117]([CH3:118])[CH3:119])=[O:114])[C:70]([NH:72][C@@H:73]([CH2:108][C:109]([NH2:111])=[O:110])[C:74]([NH:76]3)=[O:75])=[O:71])=[CH:65][C:66]=5[Cl:67])=[C:23]([O:24][C@@H:25]3[O:30][C@H:29]([CH2:31][OH:32])[C@@H:28]([OH:33])[C@H:27]([OH:34])[C@H:26]3[O:35][C@@H:36]3[O:41][C@@H:40]([CH3:42])[C@H:39]([OH:43])[C@:38]([NH:45][CH2:46][C:47]5[CH:52]=[CH:51][C:50]([C:53]6[CH:58]=[CH:57][C:56]([Cl:59])=[CH:55][CH:54]=6)=[CH:49][CH:48]=5)([CH3:44])[CH2:37]3)[C:18](=[CH:19]4)[O:17][C:13]3=[C:14]([Cl:16])[CH:15]=[C:10]2[CH:11]=[CH:12]3)[CH2:5][C@@:4]([NH2:124])([CH3:123])[C@H:3]1[OH:125] |f:0.1,2.3|. Procedure details: To oritavancin bisphosphoric acid salt (5, 223 mg, 0.112 mmol) in 1,4-dioxane (5 mL) and H2O (6 mL) was added NaHCO3 (29 mg, 0.35 mmol) and the mixture was stirred until all of 5 had dissolved. A solution of 31 (125 mg, 0.165 mmol) in 1,4-dioxane (2 mL) was added and the resulting solution was stirred at room temperature overnight. The product was precipitated by the addition of H2O and collected by filtration. The crude product was purified by C18 reversed phase chromatography on a Biotage™ fla... Reactants: FC(C(=O)O)(F)F.C(C)OC1=CC(=C(OC2=C3C(=NC=N2)N(N=C3)C3CCNCC3)C=C1)F (4-(4-ethoxy-2-fluoro-phenoxy)-1-piperidin-4-yl-1H-pyrazolo[3,4-d]pyrimidine trifluoroacetate salt), ClC(=O)OC1CCCC1 (Cyclopentyl chloroformate), FC(C(=O)O)(F)F.N1CCC(CC1)N1N=CC=2C1=NC=NC2OC2=C(C#N)C=CC=C2 (2-(1-piperidin-4-yl-1H-pyrazolo[3,4-d]pyrimidine-4-yloxy)-benzonitrile trifluoroacetate salt), C(C)(C)N(CC)C(C)C (diisopropylethylamine), C(C)(C)(C)OC(=O)N1CCC(CC1)N1N=CC=2C1=NC=NC2OC2=C(C=CC=C2)C#N (4-[4-(2-Cyano-phenoxy)-pyrazolo[3,4-d]pyrimidin-1-yl]-piperidine-1-carboxylic acid tert-butyl ester). Solvent: O (Water), ClCCl (dichloromethane). Run at time 8 hour. Yields the product C1(CCCC1)OC(=O)N1CCC(CC1)N1N=CC=2C1=NC=NC2OC2=C(C=CC=C2)C#N (4-[4-(2-cyano-phenoxy)-pyrazolo[3,4-d]pyrimidin-1-yl]-piperidine-1-carboxylic acid cyclopentyl ester). Yield: 72.0%. RXN SMILES: Cl[C:2]([O:4][CH:5]1[CH2:9][CH2:8][CH2:7][CH2:6]1)=[O:3].FC(F)(F)C(O)=O.[NH:17]1[CH2:22][CH2:21][CH:20]([N:23]2[C:27]3=[N:28][CH:29]=[N:30][C:31]([O:32][C:33]4[CH:40]=[CH:39][CH:38]=[CH:37][C:34]=4[C:35]#[N:36])=[C:26]3[CH:25]=[N:24]2)[CH2:19][CH2:18]1.C(OC(N1CCC(N2C3=NC=NC(OC4C=CC=CC=4C#N)=C3C=N2)CC1)=O)(C)(C)C.FC(F)(F)C(O)=O.C(OC1C=CC(OC2N=CN=C3N(C4CCNCC4)N=CC=23)=C(F)C=1)C.C(N(C(C)C)CC)(C)C>ClCCl.O>[CH:5]1([O:4][C:2]([N:17]2[CH2:22][CH2:21][CH:20]([N:23]3[C:27]4=[N:28][CH:29]=[N:30][C:31]([O:32][C:33]5[CH:40]=[CH:39][CH:38]=[CH:37][C:34]=5[C:35]#[N:36])=[C:26]4[CH:25]=[N:24]3)[CH2:19][CH2:18]2)=[O:3])[CH2:9][CH2:8][CH2:7][CH2:6]1 |f:1.2,4.5|. Procedure: Cyclopentyl chloroformate (51 mg, 0.344 mmol) was added to a mixture of 2-(1-piperidin-4-yl-1H-pyrazolo[3,4-d]pyrimidine-4-yloxy)-benzonitrile trifluoroacetate salt (which was prepared from 4-[4-(2-cyano-phenoxy)-pyrazolo[3,4-d]pyrimidin-1-yl]-piperidine-1-carboxylic acid tert-butyl ester [Example 45] following the procedure described for the preparation of Intermediate 29; 150 mg, 0.344 mmol), diisopropylethylamine (133 mg, 1.03 mmol) in dichloromethane (6 mL). The reaction was stirred at room ...